From a dataset of the Open Reaction Database (ORD), a public repository of structured organic reaction records. describe an organic reaction: reactants, conditions, products, and yield The reactants are C(C)(C)(C)OC(=O)C=1C(=CC=CC1)C1=CC(=C(C=C1)CN1C(=NC(=C1C=O)C1CC1)OCC)F (4′-(4-Cyclopropyl-2-ethoxy-5-formylimidazol-1-ylmethyl)-3′-fluoro-biphenyl-2-carboxylic acid t-butyl ester), CO (MeOH), Cl.NO (hydroxylamine hydrochloride), Cl.NO (hydroxylamine hydrochloride), N1=CC=CC=C1 (pyridine). Conditions: time 8 hour. Yields the product C(C)(C)(C)OC(=O)C=1C(=CC=CC1)C1=CC(=C(C=C1)CN1C(=NC(=C1C=NO)C1CC1)OCC)F (4′-[4-Cyclopropyl-2-ethoxy-5-(hydroxyiminomethyl)imidazol-1-ylmethyl]-3′-fluorobiphenyl-2-carboxylic acid t-butyl ester). Yield: 80.2%. Reaction SMILES: [C:1]([O:5][C:6]([C:8]1[C:9]([C:14]2[CH:19]=[CH:18][C:17]([CH2:20][N:21]3[C:25]([CH:26]=O)=[C:24]([CH:28]4[CH2:30][CH2:29]4)[N:23]=[C:22]3[O:31][CH2:32][CH3:33])=[C:16]([F:34])[CH:15]=2)=[CH:10][CH:11]=[CH:12][CH:13]=1)=[O:7])([CH3:4])([CH3:3])[CH3:2].Cl.[NH2:36][OH:37].N1C=CC=CC=1.CO>>[C:1]([O:5][C:6]([C:8]1[C:9]([C:14]2[CH:19]=[CH:18][C:17]([CH2:20][N:21]3[C:25]([CH:26]=[N:36][OH:37])=[C:24]([CH:28]4[CH2:29][CH2:30]4)[N:23]=[C:22]3[O:31][CH2:32][CH3:33])=[C:16]([F:34])[CH:15]=2)=[CH:10][CH:11]=[CH:12][CH:13]=1)=[O:7])([CH3:3])([CH3:2])[CH3:4] |f:1.2|. Procedure details: Compound A (1.21 g, 2.60 mmol), hydroxylamine hydrochloride (181 mg, 2.6 mmol), pyridine (10 mL, 100 mmol), and MeOH (10 mL, 300 mmol) were combined and stirred at room temperature overnight. Additional hydroxylamine hydrochloride (20 mg) was added and the mixture evaporated to dryness. The solids were dissolved in DCM (50 mL), washed with water (2×20 mL) and saturated aqueous NaCl (10 mL), dried over Na2SO4, and evaporated to dryness to afford compound B as a white solid (1.0 g). The reactants are ClCC(=O)N1CC(C2=CC=CC=C12)C1=CC=CC=C1 (N-chloroacetyl-3-phenylindoline), [N-]=[N+]=[N-].[Na+] (sodium azide). Solvent: C(C)O (ethanol), O (water). Yields the product N(=[N+]=[N-])CC(=O)N1CC(C2=CC=CC=C12)C1=CC=CC=C1 (N-azidoacetyl-3-phenylindoline). Isolated yield 68.3%. Reaction SMILES: Cl[CH2:2][C:3]([N:5]1[C:13]2[C:8](=[CH:9][CH:10]=[CH:11][CH:12]=2)[CH:7]([C:14]2[CH:19]=[CH:18][CH:17]=[CH:16][CH:15]=2)[CH2:6]1)=[O:4].[N-:20]=[N+:21]=[N-:22].[Na+]>C(O)C.O>[N:20]([CH2:2][C:3]([N:5]1[C:13]2[C:8](=[CH:9][CH:10]=[CH:11][CH:12]=2)[CH:7]([C:14]2[CH:19]=[CH:18][CH:17]=[CH:16][CH:15]=2)[CH2:6]1)=[O:4])=[N+:21]=[N-:22] |f:1.2|. Procedure: A solution of 4.0 g of N-chloroacetyl-3-phenylindoline and 1.1 g of sodium azide in 70 ml of 80% aqueous ethanol was refluxed for one hour. After cooling, the solution was diluted with 100 ml of water and extracted with methylene chloride. Evaporation of the solvent gave 2.8 g of the desired N-azidoacetyl-3-phenylindoline having a melting point of 72°-3° C.